The task is: describe an organic reaction: reactants, conditions, products, and yield. This data is from the Open Reaction Database (ORD), a public repository of structured organic reaction records. The reactants are CC1OC(OCCCCCCCCCCO)C(OCc2ccccc2)C(OCc2ccccc2)C1OCc1ccccc1, ClCCl, CCO, O=[Cr](=O)([O-])O[Cr](=O)(=O)[O-], O=S(=O)(O)O, c1cc[nH+]cc1, c1cc[nH+]cc1. The product is CC1OC(OCCCCCCCCCC=O)C(OCc2ccccc2)C(OCc2ccccc2)C1OCc1ccccc1. Reaction SMILES: [CH2:22]([c:23]1[cH:24][cH:25][cH:26][cH:27][cH:28]1)[O:29][CH:30]1[CH:31]([O:53][CH2:54][CH2:55][CH2:56][CH2:57][CH2:58][CH2:59][CH2:60][CH2:61][CH2:62][CH2:63][OH:64])[O:32][CH:33]([CH3:52])[CH:34]([O:44][CH2:45][c:46]2[cH:47][cH:48][cH:49][cH:50][cH:51]2)[CH:35]1[O:36][CH2:37][c:38]1[cH:39][cH:40][cH:41][cH:42][cH:43]1.[CH2:65]([Cl:66])[Cl:67].[CH3:73][CH2:74][OH:75].[Cr:1]([O:2][Cr:3]([O-:4])(=[O:5])=[O:6])([O-:7])(=[O:8])=[O:9].[S:68](=[O:69])(=[O:70])([OH:71])[OH:72].[nH+:10]1[cH:11][cH:12][cH:13][cH:14][cH:15]1.[nH+:16]1[cH:17][cH:18][cH:19][cH:20][cH:21]1>>[CH2:22]([c:23]1[cH:24][cH:25][cH:26][cH:27][cH:28]1)[O:29][CH:30]1[CH:31]([O:53][CH2:54][CH2:55][CH2:56][CH2:57][CH2:58][CH2:59][CH2:60][CH2:61][CH2:62][CH:63]=[O:64])[O:32][CH:33]([CH3:52])[CH:34]([O:44][CH2:45][c:46]2[cH:47][cH:48][cH:49][cH:50][cH:51]2)[CH:35]1[O:36][CH2:37][c:38]1[cH:39][cH:40][cH:41][cH:42][cH:43]1. Starting materials: C(C1=CC=CC=C1)N1C(CCCC1)CO (1-benzyl-2-piperidine methanol), C=C1CC(=O)O1 (diketene). Product: C(C1=CC=CC=C1)N1C(CCCC1)COC(CC(=O)C)=O (acetoacetic acid-N-benzyl-2-piperidinylmethyl ester). Yield: 70.0%. As a reaction SMILES: [CH2:1]([N:8]1[CH2:13][CH2:12][CH2:11][CH2:10][CH:9]1[CH2:14][OH:15])[C:2]1[CH:7]=[CH:6][CH:5]=[CH:4][CH:3]=1.[CH2:16]=[C:17]1[O:21][C:19](=[O:20])[CH2:18]1>>[CH2:1]([N:8]1[CH2:13][CH2:12][CH2:11][CH2:10][CH:9]1[CH2:14][O:15][C:19](=[O:20])[CH2:18][C:17]([CH3:16])=[O:21])[C:2]1[CH:7]=[CH:6][CH:5]=[CH:4][CH:3]=1. Procedure details: Then, 10.0 g of the 1-benzyl-2-piperidine methanol and 4.30 g of diketene were reacted similarly as in Reference Example 1, and the reaction product was purified by silica gel column chromatography (eluent:chloroform:methanol=9:1 v/v), to obtain 9.86 g of acetoacetic acid-N-benzyl-2-piperidinylmethyl ester (yield: 69.9%). This was used in the reaction of Example 5 without distillation. Reactants: C1(=CC=C(C=C1)S(=O)(=O)O)C (para-toluenesulfonic acid), C1(=CC=CC=C1O)C (ortho-cresol), CO (methanol). As a reaction SMILES: [C:1]1(C)C=CC(S(O)(=O)=O)=CC=1.[C:12]1([CH3:19])[C:17]([OH:18])=[CH:16][CH:15]=[CH:14][CH:13]=1.[CH3:20][OH:21]>>[OH:21][CH2:20][C:14]1[C:15]([CH3:1])=[CH:16][C:17]([OH:18])=[C:12]([CH3:19])[CH:13]=1. The product is OCC1=CC(=C(C=C1C)O)C (4-hydroxymethyl-2,5-dimethylphenol). Procedure details: Into a 1 liter of four-necked flask were charged 4.76 g of para-toluenesulfonic acid, 54.07 g of ortho-cresol and 108.14 g of methanol. Further, keeping the temperature at 30° C., 38.05 g of 4-hydroxymethyl-2,5-dimethylphenol obtained above was added in ten portions over 1 hour. The mixture was stirred at the same temperature for 2 more hours. After completion of the reaction, 200 g of toluene and 200 gof ethyl acetate was added. Thereafter, 200 g of deionized water was added and the resulting m... Yield: 904.5%. Starting materials: CC(C)(C)[SiH2]OC(C)(C)c1cccc(-c2ccc3cnc(S(C)(=O)=O)nn23)c1, C1COCCO1, Cl, [Na+], [OH-], O. Yields the product CC(C)(C)[SiH2]OC(C)(C)c1cccc(-c2ccc3cnc(O)nn23)c1. Reaction SMILES: [C:1]([CH3:2])([CH3:3])([CH3:4])[SiH2:5][O:6][C:7]([c:8]1[cH:9][c:10](-[c:14]2[cH:15][cH:16][c:17]3[cH:18][n:19][c:20]([S:23]([CH3:24])(=[O:25])=[O:26])[n:21][n:22]23)[cH:11][cH:12][cH:13]1)([CH3:27])[CH3:28].[CH2:33]1[O:34][CH2:35][CH2:36][O:37][CH2:38]1.[ClH:32].[Na+:30].[OH-:29].[OH2:31]>>[C:1]([CH3:2])([CH3:3])([CH3:4])[SiH2:5][O:6][C:7]([c:8]1[cH:9][c:10](-[c:14]2[cH:15][cH:16][c:17]3[cH:18][n:19][c:20]([OH:29])[n:21][n:22]23)[cH:11][cH:12][cH:13]1)([CH3:27])[CH3:28]. The reactants are ClC1=CC=2C(C3=CC=CC=C3SC2C=C1)N (rac-2-chloro-9H-thioxanthen-9-ylamine), C1(=CC=CC=C1)CCC(=O)NCC(=O)O ((3-phenyl-propionylamino)-acetic acid). Product: ClC1=CC=2C(C3=CC=CC=C3SC2C=C1)NC(=O)CNC(CCC1=CC=CC=C1)=O (rac-N-[(2-Chloro-9H-thioxanthen-9-ylcarbamoyl)-methyl]-3-phenyl-propionamide). RXN SMILES: [Cl:1][C:2]1[CH:15]=[CH:14][C:13]2[S:12][C:11]3[C:6](=[CH:7][CH:8]=[CH:9][CH:10]=3)[CH:5]([NH2:16])[C:4]=2[CH:3]=1.[C:17]1([CH2:23][CH2:24][C:25]([NH:27][CH2:28][C:29](O)=[O:30])=[O:26])[CH:22]=[CH:21][CH:20]=[CH:19][CH:18]=1>>[Cl:1][C:2]1[CH:15]=[CH:14][C:13]2[S:12][C:11]3[C:6](=[CH:7][CH:8]=[CH:9][CH:10]=3)[CH:5]([NH:16][C:29]([CH2:28][NH:27][C:25](=[O:26])[CH2:24][CH2:23][C:17]3[CH:22]=[CH:21][CH:20]=[CH:19][CH:18]=3)=[O:30])[C:4]=2[CH:3]=1. Reported procedure: Prepared in analogy to example 1.1 from rac-2-chloro-9H-thioxanthen-9-ylamine (CA [51065-24-8]) and (3-phenyl-propionylamino)-acetic acid (CA [56613-60-6]). Procedure: 4,4-Dimethyldiphenic acid (20.0 g, 74.0 mmol) was charged with polyphosphoric acid (83.4 g) at room temperature. The mixture was heated in an oil bath at 120°-121° C. for 6.5 hr until decarboxylation was over (no gas evolved). The reaction mixture was cooled down to 60° C., diluted with water (150 mL) then cooled down to room temperature. The precipitate was filtered off, washed with water, 10% sodium bicarbonate solution until the filtrate became colorless, extracted with 25% solution of ethyl ... RXN SMILES: C[C:2]1([CH3:20])[CH:7]=[CH:6][C:5]([C:8]2[C:9](=[CH:13][CH:14]=[CH:15][CH:16]=2)[C:10](O)=O)=[C:4]([C:17](O)=O)[CH2:3]1.[OH2:21]>>[CH3:7][C:6]1[CH:20]=[CH:2][C:3](=[O:21])[C:4]2[C:5]=1[C:8]1[C:16](=[CH:15][CH:14]=[CH:13][C:9]=1[CH3:10])[CH:17]=2. Starting materials: CC1(CC(=C(C=C1)C=1C(C(=O)O)=CC=CC1)C(=O)O)C (4,4-Dimethyldiphenic acid), polyphosphoric acid, O (water). The product is CC=1C=CC(C2=CC3=CC=CC(=C3C12)C)=O (4,5-Dimethylfluorenone). Run at temperature 60 celsius. The reactants are OC1=C(C=CC=C1)[C@H]1SC[C@H](N1C(CCS)=O)C(=O)O ((2R,4R)--2--(2--hydroxyphenyl) --3--(3--mercaptopropionyl)--4--thiazolidinecarboxylic acid), C([O-])([O-])=O.[K+].[K+] (potassium carbonate), C(C)OCC (ethyl ether), C(CC)N(S(=O)(=O)C1=CC=C(C(=O)Cl)C=C1)CCC (4--(dipropylsulfamoyl)benzoyl chloride). Run in O (water). Run at time 1 hour. The product is C(CC)N(S(=O)(=O)C1=CC=C(C(=O)SCCC(=O)N2[C@H](SC[C@H]2C(=O)O)C2=C(C=CC=C2)O)C=C1)CCC ((2R,4R)--3--[S--[4--(Dipropylsulfamoyl)benzoyl]--3--mercaptopropionyl]--2--(2--hydroxyphenyl)--4--thiazolidinecarboxilic acid). Isolated yield 58.4%. RXN SMILES: [OH:1][C:2]1[CH:7]=[CH:6][CH:5]=[CH:4][C:3]=1[C@@H:8]1[N:12]([C:13](=[O:17])[CH2:14][CH2:15][SH:16])[C@H:11]([C:18]([OH:20])=[O:19])[CH2:10][S:9]1.C(=O)([O-])[O-].[K+].[K+].C(OCC)C.[CH2:32]([N:35]([CH2:48][CH2:49][CH3:50])[S:36]([C:39]1[CH:47]=[CH:46][C:42]([C:43](Cl)=[O:44])=[CH:41][CH:40]=1)(=[O:38])=[O:37])[CH2:33][CH3:34]>O>[CH2:48]([N:35]([CH2:32][CH2:33][CH3:34])[S:36]([C:39]1[CH:47]=[CH:46][C:42]([C:43]([S:16][CH2:15][CH2:14][C:13]([N:12]2[C@H:11]([C:18]([OH:20])=[O:19])[CH2:10][S:9][C@@H:8]2[C:3]2[CH:4]=[CH:5][CH:6]=[CH:7][C:2]=2[OH:1])=[O:17])=[O:44])=[CH:41][CH:40]=1)(=[O:38])=[O:37])[CH2:49][CH3:50] |f:1.2.3|. Procedure details: 9.7 g of (2R,4R)--2--(2--hydroxyphenyl) --3--(3--mercaptopropionyl)--4--thiazolidinecarboxylic acid and 12.9 g of potassium carbonate are dissolved in 80 ml of water, and 40 ml of ethyl ether solution of 9.4 g of 4--(dipropylsulfamoyl)benzoyl chloride is added dropwise under ice-cooling. After the addition the reaction mixture is stirred for 1 hour under ice-cooling and for another 1 hour at room temperature. Ether is removed in vacuo and residual solution is adjusted to pH 1 with 6N hydrochlori...